This data is from the Open Reaction Database (ORD), a public repository of structured organic reaction records. The task is: describe an organic reaction: reactants, conditions, products, and yield The reactants are Fc1ccc(Br)cc1, Clc1ccc(COC2CCCCO2)cn1, [Mg], C1CCOC1. Yields the product Fc1ccc(-c2ccc(COC3CCCCO3)cn2)cc1. RXN SMILES: [Br:2][c:3]1[cH:4][cH:5][c:6]([F:9])[cH:7][cH:8]1.[Cl:10][c:11]1[n:12][cH:13][c:14]([CH2:17][O:18][CH:19]2[O:20][CH2:21][CH2:22][CH2:23][CH2:24]2)[cH:15][cH:16]1.[Mg:1].[O:25]1[CH2:26][CH2:27][CH2:28][CH2:29]1>>[c:3]1(-[c:11]2[n:12][cH:13][c:14]([CH2:17][O:18][CH:19]3[O:20][CH2:21][CH2:22][CH2:23][CH2:24]3)[cH:15][cH:16]2)[cH:4][cH:5][c:6]([F:9])[cH:7][cH:8]1. The reactants are ClC1=CC2=C(C=C(O2)C2=NC3=CC=C(C=C3N=C2N(C(C)C)C)C(=O)OC)C=C1 (methyl 2-(6-chloro-1-benzofuran-2-yl)-3-[methyl(propan-2-yl)amino]quinoxaline-6-carboxylate), [OH-].[Na+] (sodium hydroxide), Cl (HCl). The solvent is CO (methanol), O (water), O (water). Conditions: time 8 hour. Product: ClC1=CC2=C(C=C(O2)C2=NC3=CC=C(C=C3N=C2N(C(C)C)C)C(=O)O)C=C1 (2-(6-chloro-1-benzofuran-2-yl)-3-[methyl(propan-2-yl)amino]quinoxaline-6-carboxylic acid). Isolated yield 42.4%. RXN SMILES: [Cl:1][C:2]1[CH:29]=[CH:28][C:5]2[CH:6]=[C:7]([C:9]3[C:18]([N:19]([CH3:23])[CH:20]([CH3:22])[CH3:21])=[N:17][C:16]4[C:11](=[CH:12][CH:13]=[C:14]([C:24]([O:26]C)=[O:25])[CH:15]=4)[N:10]=3)[O:8][C:4]=2[CH:3]=1.[OH-].[Na+].Cl>CO.O>[Cl:1][C:2]1[CH:29]=[CH:28][C:5]2[CH:6]=[C:7]([C:9]3[C:18]([N:19]([CH3:23])[CH:20]([CH3:22])[CH3:21])=[N:17][C:16]4[C:11](=[CH:12][CH:13]=[C:14]([C:24]([OH:26])=[O:25])[CH:15]=4)[N:10]=3)[O:8][C:4]=2[CH:3]=1 |f:1.2|. Procedure: To a solution of methyl 2-(6-chloro-1-benzofuran-2-yl)-3-[methyl(propan-2-yl)amino]quinoxaline-6-carboxylate (60 mg, 0.15 mmol) in methanol (20 mL) and water (1 mL) was added sodium hydroxide (16 mg, 0.40 mmol). After stirring overnight at room temperature, the reaction mixture was concentrated under reduced pressure to afford a residue, which was dissolved in water (20 mL), adjusted the pH to 6 with 3N HCl and filtered to give 2-(6-chloro-1-benzofuran-2-yl)-3-[methyl(propan-2-yl)amino]quinoxali... The reactants are COC1=NC(=NC(=C1)OC)OC(C(=O)OC)C1=CC=CC=C1 (Methyl 2-(4,6-dimethoxy-2-pyrimidinyloxy)-2-phenylacetate), [OH-].[K+] (potassium hydroxide). Run in O.C(C)O (water ethanol). Conditions: time 16 hour. Product: COC1=NC(=NC(=C1)OC)OC(C(=O)O)C1=CC=CC=C1 (2-(4,6-dimethoxy-2-pyrimidinyloxy)-2-phenylacetic acid). RXN SMILES: [CH3:1][O:2][C:3]1[CH:8]=[C:7]([O:9][CH3:10])[N:6]=[C:5]([O:11][CH:12]([C:17]2[CH:22]=[CH:21][CH:20]=[CH:19][CH:18]=2)[C:13]([O:15]C)=[O:14])[N:4]=1.[OH-].[K+]>O.C(O)C>[CH3:10][O:9][C:7]1[CH:8]=[C:3]([O:2][CH3:1])[N:4]=[C:5]([O:11][CH:12]([C:17]2[CH:22]=[CH:21][CH:20]=[CH:19][CH:18]=2)[C:13]([OH:15])=[O:14])[N:6]=1 |f:1.2,3.4|. Reported procedure: 5 g (16 mmol) Methyl 2-(4,6-dimethoxy-2-pyrimidinyloxy)-2-phenylacetate was dissolved in 50 ml water/ethanol (1:1) and treated with 0.9 g potassium hydroxide. After stirring for 16 hours at room temperature, the mixture was extracted with ethyl acetate. The aqueous phase was acidified with 10% hydrochloric acid until it was pH 2 and extracted with ethyl acetate. After drying over magnesium sulphate, the ethyl acetate phase was concentrated the solid residue recrystallised from diisopropyl ether/...